Dataset: the Open Reaction Database (ORD), a public repository of structured organic reaction records. Task: describe an organic reaction: reactants, conditions, products, and yield The reactants are CN(C(OCC)=O)N=O (ethyl N-methyl-N-nitrosocarbamate), CN(CCOC1=CC=2C(C3=CC(=CC=C3C2C=C1)OCCN(C)C)=O)C (2,7-bis[2-(dimethylamino)ethoxy]fluoren-9-one), C([O-])([O-])=O.[Na+].[Na+] (sodium carbonate). Run in CO (methanol), Cl (hydrochloric acid), CO (methanol), CCOCC (ether). Conditions: time 24 hour. Product: CN(CCOC1=CC=2C=C(C3=CC(=CC=C3C2C=C1)OCCN(C)C)O)C (2,7-bis[2-(dimethylamino)ethoxy]- 9-phenanthrol). As a reaction SMILES: [CH3:1][N:2]([CH3:26])[CH2:3][CH2:4][O:5][C:6]1[CH:18]=[CH:17][C:16]2[C:15]3[C:10](=[CH:11][C:12]([O:19][CH2:20][CH2:21][N:22]([CH3:24])[CH3:23])=[CH:13][CH:14]=3)[C:9](=[O:25])[C:8]=2[CH:7]=1.[C:27](=O)([O-])[O-].[Na+].[Na+].CN(N=O)C(=O)OCC>CO.CCOCC.Cl>[CH3:23][N:22]([CH3:24])[CH2:21][CH2:20][O:19][C:12]1[CH:13]=[CH:14][C:15]2[C:16]3[C:8](=[CH:7][C:6]([O:5][CH2:4][CH2:3][N:2]([CH3:26])[CH3:1])=[CH:18][CH:17]=3)[C:9]([OH:25])=[CH:27][C:10]=2[CH:11]=1 |f:1.2.3|. Procedure: A solution of 8.1 g (0.023 mole) of 2,7-bis[2-(dimethylamino)ethoxy]fluoren-9-one in 50 ml of methanol and 25 ml of ether is stirred and treated with 0.5 gram of finely powdered sodium carbonate. To this mixture is added 75 g (0.06 mole) of ethyl N-methyl-N-nitrosocarbamate in 20 ml of methanol over a period of 2 hours. The temperature of this reaction mixture is kept below 30° C. for a period of 24 hours. The reaction mixture is then freed of most of the volatile materials in vacuo, dissolved i... Reactants: COC(CCNC(=O)C=1C(=C2C=C(C(N(C2=C(N1)C=1SC=CN1)CC1=CC=CC=C1)=O)C1=CC=CC=C1)O)=O (3-[(1-benzyl-5-hydroxy-2-oxo-3-phenyl-8-thiazol-2-yl-1,2-dihydro-[1,7]naphthyridine-6-carbonyl)-amino]-propionic acid methyl ester), [OH-].[Na+] (NaOH), CO (MeOH), C1CCOC1 (THF). Run in C(=O)(O)[O-].[Na+] (NaHCO3). Run at time 16 hour. Product: C(C1=CC=CC=C1)N1C(C(=CC2=C(C(=NC(=C12)C=1SC=CN1)C(=O)NCCC(=O)O)O)C1=CC=CC=C1)=O (3-[(1-Benzyl-5-hydroxy-2-oxo-3-phenyl-8-thiazol-2-yl-1,2-dihydro-[1,7]naphthyridine-6-carbonyl)-amino]-propionic acid). The yield is 40.2%. As a reaction SMILES: C[O:2][C:3](=[O:39])[CH2:4][CH2:5][NH:6][C:7]([C:9]1[C:10]([OH:38])=[C:11]2[C:16](=[C:17]([C:19]3[S:20][CH:21]=[CH:22][N:23]=3)[N:18]=1)[N:15]([CH2:24][C:25]1[CH:30]=[CH:29][CH:28]=[CH:27][CH:26]=1)[C:14](=[O:31])[C:13]([C:32]1[CH:37]=[CH:36][CH:35]=[CH:34][CH:33]=1)=[CH:12]2)=[O:8].[OH-].[Na+].CO.C1COCC1>C([O-])(O)=O.[Na+]>[CH2:24]([N:15]1[C:16]2[C:11](=[C:10]([OH:38])[C:9]([C:7]([NH:6][CH2:5][CH2:4][C:3]([OH:39])=[O:2])=[O:8])=[N:18][C:17]=2[C:19]2[S:20][CH:21]=[CH:22][N:23]=2)[CH:12]=[C:13]([C:32]2[CH:37]=[CH:36][CH:35]=[CH:34][CH:33]=2)[C:14]1=[O:31])[C:25]1[CH:30]=[CH:29][CH:28]=[CH:27][CH:26]=1 |f:1.2,5.6|. Procedure details: A mixture of 3-[(1-benzyl-5-hydroxy-2-oxo-3-phenyl-8-thiazol-2-yl-1,2-dihydro-[1,7]naphthyridine-6-carbonyl)-amino]-propionic acid methyl ester (28 mg, 0.052 mmol), 2 M NaOH (3 mL), MeOH (3 mL) and THF (3 mL) was stirred at r.t. for 16 h, then concentrated to approximately one-third of its original volume. 1 M HCl was added until pH was about 3-4, and the resulting suspension was extracted with EtOAc. The organic layer was dried over MgSO4 and concentrated. The crude product was purified by sili... RXN SMILES: [C:1]1([C:3](=[CH:5][CH:6]=[CH:7][CH:8]=1)[OH:4])[OH:2].[CH3:9][O:10][CH:11]=[CH2:12].[OH-].[Na+]>Cl.C1(C)C=CC=CC=1>[CH3:9][O:10][CH:11]([O:2][C:1]1[CH:8]=[CH:7][CH:6]=[CH:5][C:3]=1[OH:4])[CH3:12] |f:2.3|. Solvent: C1(=CC=CC=C1)C (toluene). Reagents/catalysts: Cl (hydrochloric acid). Yields the product COC(C)OC1=C(C=CC=C1)O (o-(1-methoxyethoxy)-phenol). Reported procedure: 110 parts by weight of pyrocatechol is suspended in 100 parts by weight of toluene. At +5° C. 64 parts by weight of vinyl methyl ether which has a temperature of -40° C. is poured in all at once and then 1 drop of concentrated hydrochloric acid is added. The whole is heated to about +20° C. while stirring, whereupon the reaction commences and the temperature of the contents of the flask rises to about 65° C. External cooling with ice-water may be applied if necessary. The whole is kept for half ... The reactants are C=1(O)C(O)=CC=CC1 (pyrocatechol), [OH-].[Na+] (caustic soda), COC=C (vinyl methyl ether), ice water.